From a dataset of the Open Reaction Database (ORD), a public repository of structured organic reaction records. describe an organic reaction: reactants, conditions, products, and yield Reactants: COc1ccc(C(=O)O)cn1, CC#N, Nc1ccc2ccc(Oc3ccccc3)nc2n1, O. Product: COc1ccc(C(=O)Nc2ccc3ccc(Oc4ccccc4)nc3n2)cn1. As a reaction SMILES: [CH3:1][O:2][c:3]1[cH:4][cH:5][c:6]([C:9](=[O:10])[OH:11])[cH:7][n:8]1.[CH3:30][C:31]#[N:32].[NH2:12][c:13]1[n:14][c:15]2[n:16][c:17]([O:23][c:24]3[cH:25][cH:26][cH:27][cH:28][cH:29]3)[cH:18][cH:19][c:20]2[cH:21][cH:22]1.[OH2:33]>>[CH3:1][O:2][c:3]1[cH:4][cH:5][c:6]([C:9](=[O:11])[NH:12][c:13]2[n:14][c:15]3[n:16][c:17]([O:23][c:24]4[cH:25][cH:26][cH:27][cH:28][cH:29]4)[cH:18][cH:19][c:20]3[cH:21][cH:22]2)[cH:7][n:8]1. Reactants: C12C=CC(CC1)C2 (norbornene), C(C)(C)(C)OC(=O)COC(=O)C1C2C=CC(C1C(=O)OCC(=O)OC(C)(C)C)C2 (5,6-di(t-butoxycarbonyl-methoxycarbonyl)bicyclo[2.2.1]hept-2-ene), C(C)(C)(C)OC(=O)C1C2C=CC(C1C(=O)OC(C)(C)C)C2 (5,6-di(t-butoxy-carbonyl)bicyclo[2.2.1]hept-2-ene), CC1(C2C3C4C=CC(C3C(C1)C2)C4)C(=O)OCC(=O)OC(C)(C)C (8-methyl-8-t-butoxycarbonylmethoxycarbonyltetracyclo[4.4.0.12.5.17.10]dodec-3-ene), CC1(C2C3C4C=CC(C3C(C1)C2)C4)C(=O)OC(C)(C)C (8-methyl-8-t-butoxycarbonyltetracyclo[4.4.0.12.5.17.10]dodec-3-ene), ( 3 ), C(C)(C)(C)OC(=O)C1C2C=CC(C1)C2 (5-t-butoxycarbonylbicyclo[2.2.1]hept-2-ene), C(C)(C)(C)OC1C2C3C4C=CC(C3C(C1=C=O)C2)C4 (8-t-butoxy-carbonyltetracyclo[4.4.0.12.5.17.10]dodec-3-ene). The product is O1C(CCCC1)OC(=O)C1C2C3C4C=CC(C3C(C1C(=O)OC1OCCCC1)C2)C4 (8,9-di(tetrahydropyranyloxycarbonyl)tetracyclo[4.4.0.12.5.17.10]dodec-3-ene). Reaction SMILES: [CH:1]12[CH2:7][CH:4]([CH2:5][CH2:6]1)C=C2.[C:8]([O:12][C:13]([CH:15]1[CH2:20][CH:19]2[CH2:21][CH:16]1[CH:17]=[CH:18]2)=[O:14])([CH3:11])(C)C.C(OC(C1[CH:34]([C:35]([O:37][C:38](C)(C)C)=[O:36])[CH:33]2[CH2:42][CH:30]1C=C2)=O)(C)(C)C.C(OC(C[O:51][C:52]([CH:54]1C(C(OCC(OC(C)(C)C)=O)=O)C2C[CH:55]1C=C2)=O)=O)(C)(C)C.C([O:76]C1C(=C=O)C2CC1C1C2C2CC1C=C2)(C)(C)C.CC1(C(OC(C)(C)C)=O)CC2CC1C1C2C2CC1C=C2.CC1(C(OCC(OC(C)(C)C)=O)=O)CC2CC1C1C2C2CC1C=C2>>[O:36]1[CH2:30][CH2:42][CH2:33][CH2:34][CH:35]1[O:37][C:38]([CH:20]1[CH:15]([C:13]([O:12][CH:8]2[CH2:11][CH2:55][CH2:54][CH2:52][O:51]2)=[O:14])[CH:16]2[CH2:21][CH:19]1[CH:18]1[CH:17]2[CH:6]2[CH2:5][CH:4]1[CH:7]=[CH:1]2)=[O:76]. Procedure: Among these norbornene derivatives (3), 5-t-butoxycarbonylbicyclo[2.2.1]hept-2-ene, 5,6-di(t-butoxy-carbonyl)bicyclo[2.2.1]hept-2-ene, 5,6-di(t-butoxycarbonyl-methoxycarbonyl)bicyclo[2.2.1]hept-2-ene, 8-t-butoxy-carbonyltetracyclo[4.4.0.12.5.17.10]dodec-3-ene, 8-methyl-8-t-butoxycarbonyltetracyclo[4.4.0.12.5.17.10]dodec-3-ene, 8-methyl-8-t-butoxycarbonylmethoxycarbonyltetracyclo[4.4.0.12.5.17.10]dodec-3-ene are preferred. Solvent: O1CCCC1 (tetrahydrofuran), CO (methanol). RXN SMILES: [Cl:1][C:2]1[C:3](=[O:29])[N:4]([C:19]2[CH:20]=[C:21]([CH:26]=[CH:27][CH:28]=2)[C:22]([O:24]C)=[O:23])[C:5]([CH3:18])=[CH:6][C:7]=1[O:8][CH2:9][C:10]1[CH:15]=[CH:14][C:13]([F:16])=[CH:12][C:11]=1[F:17].[OH-].[Na+].Cl>CO.O1CCCC1>[Cl:1][C:2]1[C:3](=[O:29])[N:4]([C:19]2[CH:20]=[C:21]([CH:26]=[CH:27][CH:28]=2)[C:22]([OH:24])=[O:23])[C:5]([CH3:18])=[CH:6][C:7]=1[O:8][CH2:9][C:10]1[CH:15]=[CH:14][C:13]([F:16])=[CH:12][C:11]=1[F:17] |f:1.2|. The reactants are [OH-].[Na+] (NaOH), ClC=1C(N(C(=CC1OCC1=C(C=C(C=C1)F)F)C)C=1C=C(C(=O)OC)C=CC1)=O (Methyl 3-[3-chloro-4-[(2,4-difluorobenzyl)oxy]-6-methyl-2-oxopyridin-1(2H)-yl]benzoate), Cl (HCl). Yields the product ClC=1C(N(C(=CC1OCC1=C(C=C(C=C1)F)F)C)C=1C=C(C(=O)O)C=CC1)=O (3-[3-chloro-4-[(2,4-difluorobenzyl)oxy]-6-methyl-2-oxopyridin-1(2H)-yl]benzoic acid). Reaction conditions: time 1.5 hour. Reported procedure: Methyl 3-[3-chloro-4-[(2,4-difluorobenzyl)oxy]-6-methyl-2-oxopyridin-1(2H)-yl]benzoate (from step 1) (2.90 g, 6.91 mmol) was dissolved in methanol (5 mL) and tetrahydrofuran (12 mL). 4N NaOH (4.3 mL, 17.27 mmol) was added. The resulting mixture was stirred for 1.5 hours at room temperature. The reaction was acidified (pH-2) with 4N HCl. The precipitate was collected by filtration to afford an off white solid (2.36 g, 84%). 1H NMR (400 MHz, DMSO-d6) δ 8.01 (dt, J=1.41, 7.65 Hz, 1H), 7.76 (app t, ... The yield is 84.2%. The reactants are ( s ), COC(CS)OC (2-mercaptoacetaldehyde dimethylacetal), crude product, CO (methanol), C(=O)([O-])[O-].[K+].[K+] (K2CO3), C(C)(=O)OC(C(C)=O)=C (3-acetoxy-3-buten-2-one), ( s ). Run at time 2 hour. Product: COC(C(OC(C)=O)SCCC(C)=O)OC (2-Acetoxy-3-Oxobutylmercaptoacetaldehyde Dimethylacetal). As a reaction SMILES: [CH3:1][O:2][CH:3]([O:6][CH3:7])[CH2:4][SH:5].[C:8]([O-:11])([O-])=[O:9].[K+].[K+].C([O:17][C:18](=[CH2:22])[C:19](=O)[CH3:20])(=O)C.[CH3:23]O>>[CH3:1][O:2][CH:3]([O:6][CH3:7])[CH:4]([S:5][CH2:20][CH2:19][C:18](=[O:17])[CH3:22])[O:11][C:8](=[O:9])[CH3:23] |f:1.2.3|. Procedure details: To a solution of 15 g. (0.123 mol) of 2-mercaptoacetaldehyde dimethylacetal in 150 ml. of methanol was added 225 mg. of K2CO3 and 15.8 g. (0.123 mol) of 3-acetoxy-3-buten-2-one. After 2 hours at ambient temperature, the solvent was removed in vacuo, the oily residue dissolved in ether, washed with water and dried over Na2SO4. Filtration and removal of solvent in vacuo afforded 24.9 g. (81%) of the crude product: 1H-NMR (CDCl3) delta 2.15 (s, 3), 2.19 (s, 3), 2.74 (d, 2, J=5.4 Hz), 3.03 (m, 2), 3... The reactants are CC1=C(C=CC(=C1)C1=NOC(=N1)C)C1=CC=C(C=C1)C(=O)O (2'-methyl-4'-(5-methyl-1,2,4-oxadiazol-3-yl) biphenyl-4-carboxylic acid), C(C)(C)(C)OC(=O)NCCOC=1C=C(N)C=CC1OC (3-(2-(t-butyloxycarbonylamino)ethoxy)-4-methoxyaniline), Cl (HCl). The solvent is CO (methanol). Run at time 20 hour. The product is NCCOC=1C=C(C=CC1OC)NC(=O)C1=CC=C(C=C1)C1=C(C=C(C=C1)C1=NOC(=N1)C)C (N-[3-(2-Aminoethoxy)-4-methoxyphenyl]-2'-methyl-4'-(5-methyl-1,2,4-oxadiazol-3-yl)biphenyl-4-carboxamide). Yield: 19.0%. Reaction SMILES: [CH3:1][C:2]1[CH:7]=[C:6]([C:8]2[N:12]=[C:11]([CH3:13])[O:10][N:9]=2)[CH:5]=[CH:4][C:3]=1[C:14]1[CH:19]=[CH:18][C:17]([C:20]([OH:22])=O)=[CH:16][CH:15]=1.C(OC([NH:30][CH2:31][CH2:32][O:33][C:34]1[CH:35]=[C:36]([CH:38]=[CH:39][C:40]=1[O:41][CH3:42])[NH2:37])=O)(C)(C)C.Cl>CO>[NH2:30][CH2:31][CH2:32][O:33][C:34]1[CH:35]=[C:36]([NH:37][C:20]([C:17]2[CH:16]=[CH:15][C:14]([C:3]3[CH:4]=[CH:5][C:6]([C:8]4[N:12]=[C:11]([CH3:13])[O:10][N:9]=4)=[CH:7][C:2]=3[CH3:1])=[CH:19][CH:18]=2)=[O:22])[CH:38]=[CH:39][C:40]=1[O:41][CH3:42]. Reported procedure: 2'-methyl-4'-(5-methyl-1,2,4-oxadiazol-3-yl)biphenyl-4-carboxylic acid (EP 0533268 A1) was reacted with 3-(2-(t-butyloxycarbonylamino)ethoxy)-4-methoxyaniline (D11) following a procedure similar to that described in Example 1. The product was dissolved in methanol (10 ml), and treated with 3.3M ethereal HCl solution (3 ml) and left to stand at room temperature for 20 hours. After removal of the solvent in vacuo, the residue was dissolved in H2O solid potassium carbonate was added and the mixture... The reactants are C1(=CC=CC=C1)S(=O)(=O)C(C1=NC(=NO1)CN)(F)C1CC2=C(NC=3C=CC(=CC23)Cl)C1 ((RS,SR)-C-{5-[benzenesulfonyl-(7-chloro-1,2,3,4-tetrahydro-cyclopenta[b]indol-2-yl)-fluoro-methyl]-[1,2,4]oxadiazol-3-yl}-methylamine), FC(C(=O)O)(F)F (trifluoroacetic acid), N1=CC=CC=C1 (pyridine). The solvent is C(Cl)Cl (CH2Cl2). Run at time 8 hour. The product is C1(=CC=CC=C1)S(=O)(=O)C(C1=NC(=NO1)CNC(C(F)(F)F)=O)(F)C1CC2=C(NC=3C=CC(=CC23)Cl)C1 ((RS,SR)-N-{5-[benzenesulfonyl-(7-chloro-1,2,3,4-tetrahydro-cyclopenta[b]indol-2-yl)-fluoro-methyl]-[1,2,4]oxadiazol-3-ylmethyl}-2,2,2-trifluoro-acetamide). Isolated yield 10.8%. Reaction SMILES: [C:1]1([S:7]([C:10]([CH:19]2[CH2:31][C:22]3[NH:23][C:24]4[CH:25]=[CH:26][C:27]([Cl:30])=[CH:28][C:29]=4[C:21]=3[CH2:20]2)([F:18])[C:11]2[O:15][N:14]=[C:13]([CH2:16][NH2:17])[N:12]=2)(=[O:9])=[O:8])[CH:6]=[CH:5][CH:4]=[CH:3][CH:2]=1.[F:32][C:33]([F:38])([F:37])[C:34](O)=[O:35].N1C=CC=CC=1>C(Cl)Cl>[C:1]1([S:7]([C:10]([CH:19]2[CH2:31][C:22]3[NH:23][C:24]4[CH:25]=[CH:26][C:27]([Cl:30])=[CH:28][C:29]=4[C:21]=3[CH2:20]2)([F:18])[C:11]2[O:15][N:14]=[C:13]([CH2:16][NH:17][C:34](=[O:35])[C:33]([F:38])([F:37])[F:32])[N:12]=2)(=[O:9])=[O:8])[CH:2]=[CH:3][CH:4]=[CH:5][CH:6]=1. Procedure: To a stirred solution of 46 mg (0.1 mmol) of (RS,SR)-C-{5-[benzenesulfonyl-(7-chloro-1,2,3,4-tetrahydro-cyclopenta[b]indol-2-yl)-fluoro-methyl]-[1,2,4]oxadiazol-3-yl}-methylamine in 3 mL CH2Cl2 at RT, was added 10 μl (0.1 mmol, 1 eq) trifluoroacetic acid and 80 μl pyridine (1 mmol, 10 eq). Stirring was continued overnight, and the reaction mixture was evaporated to dryness. Column chromatography on silica gel (heptane/EtOAc 6:4) yielded 6 mg (12%) of (RS,SR)-N-{5-[benzenesulfonyl-(7-chloro-1,2,3... The reactants are CS(C)=O, C12C3C4C5C1[Fe]23451678C2C1C6C7C28, FC(F)(F)I, OO, O=S(=O)(O)O, O=c1[nH]cnc2nc[nH]c12. The product is O=c1[nH]cnc2nc(C(F)(F)F)[nH]c12. As a reaction SMILES: [CH3:34][S:35](=[O:36])[CH3:37].[CH:23]12[Fe:24]3456789([CH:25]%10[CH:26]3[CH:27]4[CH:28]5[CH:29]6%10)[CH:30]([CH:31]17)[CH:32]8[CH:33]29.[F:16][C:17]([F:18])([F:19])[I:20].[OH:21][OH:22].[S:11](=[O:12])(=[O:13])([OH:14])[OH:15].[nH:1]1[cH:2][n:3][c:4]2[n:5][cH:6][nH:7][c:8]2[c:9]1=[O:10]>>[nH:1]1[cH:2][n:3][c:4]2[n:5][c:6]([C:17]([F:16])([F:18])[F:19])[nH:7][c:8]2[c:9]1=[O:10].